describe an organic reaction: reactants, conditions, products, and yield From a dataset of the Open Reaction Database (ORD), a public repository of structured organic reaction records. Reactants: COc1ccccc1CNc1ccc2cc(Br)ccc2n1, [Li]CCCC, CN(C)C=O, C1CCOC1. The product is COc1ccccc1CNc1ccc2cc(C=O)ccc2n1. As a reaction SMILES: [Br:1][c:2]1[cH:3][c:4]2[cH:5][cH:6][c:7]([NH:12][CH2:13][c:14]3[c:15]([O:20][CH3:21])[cH:16][cH:17][cH:18][cH:19]3)[n:8][c:9]2[cH:10][cH:11]1.[CH2:22]([Li:23])[CH2:24][CH2:25][CH3:26].[CH3:27][N:28]([CH:29]=[O:30])[CH3:31].[O:32]1[CH2:33][CH2:34][CH2:35][CH2:36]1>>[c:2]1([CH:29]=[O:30])[cH:3][c:4]2[cH:5][cH:6][c:7]([NH:12][CH2:13][c:14]3[c:15]([O:20][CH3:21])[cH:16][cH:17][cH:18][cH:19]3)[n:8][c:9]2[cH:10][cH:11]1.